This data is from the Open Reaction Database (ORD), a public repository of structured organic reaction records. The task is: describe an organic reaction: reactants, conditions, products, and yield Reactants: COC(=O)Cc1cc(C)c2c3ccccc3n(Cc3ccccc3)c2c1O, CCOC(C)=O, CI, O=C([O-])[O-], CN(C)C=O. Product: COC(=O)Cc1cc(C)c2c3ccccc3n(Cc3ccccc3)c2c1OC. As a reaction SMILES: [CH2:7]([c:8]1[cH:9][cH:10][cH:11][cH:12][cH:13]1)[n:14]1[c:15]2[cH:16][cH:17][cH:18][cH:19][c:20]2[c:21]2[c:22]([CH3:33])[cH:23][c:24]([CH2:28][C:29](=[O:30])[O:31][CH3:32])[c:25]([OH:27])[c:26]12.[CH3:34][CH2:35][O:36][C:37](=[O:38])[CH3:39].[CH3:5][I:6].[O-:1][C:2](=[O:3])[O-:4].[O:40]=[CH:41][N:42]([CH3:43])[CH3:44]>>[CH3:2][O:27][c:25]1[c:24]([CH2:28][C:29](=[O:30])[O:31][CH3:32])[cH:23][c:22]([CH3:33])[c:21]2[c:20]3[c:15]([n:14]([CH2:7][c:8]4[cH:9][cH:10][cH:11][cH:12][cH:13]4)[c:26]21)[cH:16][cH:17][cH:18][cH:19]3. Starting materials: [C-]#N, CCO, Cc1ccc2ccccc2c1CCl, [K+], O. Product: Cc1ccc2ccccc2c1CC#N. RXN SMILES: [C-:14]#[N:15].[CH3:17][CH2:18][OH:19].[Cl:1][CH2:2][c:3]1[c:4]([CH3:13])[cH:5][cH:6][c:7]2[cH:8][cH:9][cH:10][cH:11][c:12]12.[K+:16].[OH2:20]>>[CH2:2]([c:3]1[c:4]([CH3:13])[cH:5][cH:6][c:7]2[cH:8][cH:9][cH:10][cH:11][c:12]12)[C:14]#[N:15]. Starting materials: [Mg] (magnesium), [Br-].C1=CC=CC=C1 (benzene bromide), C(CCCCC)C(C=O)=CC1=CC=CC=C1 (α-n-hexyl cinnamaldehyde). Solvent: ice water, O1CCCC1 (tetrahydrofuran), O1CCCC1 (tetrahydrofuran). Conditions: time 1 hour. Yields the product C1(=CC=CC=C1)C(C(=CC1=CC=CC=C1)CCCCCC)O (1,3-diphenyl-2-n-hexyl-2-propen-1-ol). Yield: 115.2%. Reaction SMILES: [Mg].[Br-].[CH:3]1[CH:8]=[CH:7][CH:6]=[CH:5][CH:4]=1.[CH2:9]([C:15](=[CH:18][C:19]1[CH:24]=[CH:23][CH:22]=[CH:21][CH:20]=1)[CH:16]=[O:17])[CH2:10][CH2:11][CH2:12][CH2:13][CH3:14]>O1CCCC1>[C:3]1([CH:16]([OH:17])[C:15]([CH2:9][CH2:10][CH2:11][CH2:12][CH2:13][CH3:14])=[CH:18][C:19]2[CH:24]=[CH:23][CH:22]=[CH:21][CH:20]=2)[CH:8]=[CH:7][CH:6]=[CH:5][CH:4]=1 |f:1.2|. Reported procedure: In a 2-liter three-necked flask equipped with a stirring device, a thermometer and a nitrogen substituting device, 13.2 g of magnesium and 300 milliliters of tetrahydrofuran were introduced and stirred violently. Then, a solution of 83.2 g of benzene bromide in 100 milliliters of tetrahydrofuran was added dropwise for 40 minutes. At that time, cooling was carried out with an ice bath if required. After the dropwise addition was ended, stirring was carried out at room temperature for 1 hour, and ... Reactants: ClC1=C(OCCOC2=CC=C(C=C2)CC(C#N)C=2C=NC(=CC2C(F)(F)F)C2=C(C=CC=C2)CCCOC)C(=CC(=C1)C)Cl (3-{4-[2-(2,6-dichloro-4-methylphenoxy)ethoxy]phenyl}-2-[6-[2-(3-methoxy propyl)phenyl]-4-(trifluoromethyl)pyridin-3-yl]propanenitrile), [BH4-].[Na+] (sodium borohydride), final mixture. The reagents and catalysts are [Ni](Cl)Cl (nickel chloride). Run in CCO (EtOH), N (ammonia). Yields the product ClC1=C(OCCOC2=CC=C(C=C2)CC(CN)C=2C=NC(=CC2C(F)(F)F)C2=C(C=CC=C2)CCCOC)C(=CC(=C1)C)Cl (3-{4-[2-(2,6-dichloro-4-methylphenoxy)ethoxy]phenyl}-2-[6-[2-(3-methoxypropyl)phenyl]-4-(trifluoromethyl)pyridin-3-yl]propan-1-amine). Reaction SMILES: [Cl:1][C:2]1[CH:42]=[C:41]([CH3:43])[CH:40]=[C:39]([Cl:44])[C:3]=1[O:4][CH2:5][CH2:6][O:7][C:8]1[CH:13]=[CH:12][C:11]([CH2:14][CH:15]([C:18]2[CH:19]=[N:20][C:21]([C:28]3[CH:33]=[CH:32][CH:31]=[CH:30][C:29]=3[CH2:34][CH2:35][CH2:36][O:37][CH3:38])=[CH:22][C:23]=2[C:24]([F:27])([F:26])[F:25])[C:16]#[N:17])=[CH:10][CH:9]=1.[BH4-].[Na+]>CCO.N.[Ni](Cl)Cl>[Cl:1][C:2]1[CH:42]=[C:41]([CH3:43])[CH:40]=[C:39]([Cl:44])[C:3]=1[O:4][CH2:5][CH2:6][O:7][C:8]1[CH:9]=[CH:10][C:11]([CH2:14][CH:15]([C:18]2[CH:19]=[N:20][C:21]([C:28]3[CH:33]=[CH:32][CH:31]=[CH:30][C:29]=3[CH2:34][CH2:35][CH2:36][O:37][CH3:38])=[CH:22][C:23]=2[C:24]([F:27])([F:26])[F:25])[CH2:16][NH2:17])=[CH:12][CH:13]=1 |f:1.2|. Reported procedure: To a solution of 3-{4-[2-(2,6-dichloro-4-methylphenoxy)ethoxy]phenyl}-2-[6-[2-(3-methoxy propyl)phenyl]-4-(trifluoromethyl)pyridin-3-yl]propanenitrile from step 5 (1 eq.) in EtOH (0.05M) at 0° C. was added nickel chloride (NiCl2; 1 eq.) and then portionwise sodium borohydride (3 eq.). The final mixture was stirred for 2 h at room temperature, poured in conc. ammonia and extracted with EtOAc. The organic extract was washed with water, brine, dried over Na2SO4, filtered and concentrated. Purificat... Reactants: O=C([O-])[O-], OC1OC(COCc2ccccc2)C(OCc2ccccc2)C(OCc2ccccc2)C1OCc1ccccc1, C1CCNCC1, CCOCOCC, CCCC[N+](CCCC)(CCCC)CCCC, [Cl-], ClCCl, [Cs+], [Cs+]. The product is NCCCCCCOC1OC(COCc2ccccc2)C(OCc2ccccc2)C(OCc2ccccc2)C1OCc1ccccc1. RXN SMILES: [C:41](=[O:42])([O-:43])[O-:44].[CH2:1]([c:2]1[cH:3][cH:4][cH:5][cH:6][cH:7]1)[O:8][CH:9]1[CH:10]([OH:11])[O:12][CH:13]([CH2:32][O:33][CH2:34][c:35]2[cH:36][cH:37][cH:38][cH:39][cH:40]2)[CH:14]([O:24][CH2:25][c:26]2[cH:27][cH:28][cH:29][cH:30][cH:31]2)[CH:15]1[O:16][CH2:17][c:18]1[cH:19][cH:20][cH:21][cH:22][cH:23]1.[CH2:50]1[CH2:51][CH2:52][NH:53][CH2:54][CH2:55]1.[CH2:74]([O:75][CH2:76][O:77][CH2:78][CH3:79])[CH3:80].[CH3:57][CH2:58][CH2:59][CH2:60][N+:61]([CH2:62][CH2:63][CH2:64][CH3:65])([CH2:66][CH2:67][CH2:68][CH3:69])[CH2:70][CH2:71][CH2:72][CH3:73].[Cl-:56].[Cl:47][CH2:48][Cl:49].[Cs+:45].[Cs+:46]>>[CH2:1]([c:2]1[cH:3][cH:4][cH:5][cH:6][cH:7]1)[O:8][CH:9]1[CH:10]([O:11][CH2:48][CH2:54][CH2:55][CH2:50][CH2:51][CH2:52][NH2:53])[O:12][CH:13]([CH2:32][O:33][CH2:34][c:35]2[cH:36][cH:37][cH:38][cH:39][cH:40]2)[CH:14]([O:24][CH2:25][c:26]2[cH:27][cH:28][cH:29][cH:30][cH:31]2)[CH:15]1[O:16][CH2:17][c:18]1[cH:19][cH:20][cH:21][cH:22][cH:23]1.